Dataset: the Open Reaction Database (ORD), a public repository of structured organic reaction records. Task: describe an organic reaction: reactants, conditions, products, and yield Reactants: ClCCl, COCOC1CC(c2cccs2)(c2nnc3n2CCCCCC3)C1, O=C(O)C(F)(F)F. Yields the product OC1CC(c2cccs2)(c2nnc3n2CCCCCC3)C1. As a reaction SMILES: [CH2:32]([Cl:33])[Cl:34].[CH3:1][O:2][CH2:3][O:4][CH:5]1[CH2:6][C:7]([c:9]2[s:10][cH:11][cH:12][cH:13]2)([c:14]2[n:15][n:16][c:17]3[n:18]2[CH2:19][CH2:20][CH2:21][CH2:22][CH2:23][CH2:24]3)[CH2:8]1.[OH:25][C:26]([C:27]([F:28])([F:29])[F:30])=[O:31]>>[OH:4][CH:5]1[CH2:6][C:7]([c:9]2[s:10][cH:11][cH:12][cH:13]2)([c:14]2[n:15][n:16][c:17]3[n:18]2[CH2:19][CH2:20][CH2:21][CH2:22][CH2:23][CH2:24]3)[CH2:8]1. Starting materials: C(C)C=1C(=C(SC1C)N=C=S)C(=O)OC (methyl 4-ethyl-2-isothiocyanato-5-methylthiophene-3-carboxylate), CC1=CN=CN1CCCN (3-(5-methyl-1H-imidazol-1-yl)propan-1-amine). Product: C(C)C1=C(SC=2NC(N(C(C21)=O)CCCN2C=NC=C2C)=S)C (5-ethyl-2,3-dihydro-6-methyl-3-(3-(5-methyl-1H-imidazol-1-yl)propyl)-2-thioxothieno[2,3-d]pyrimidin-4(1H)-one). Reaction SMILES: [CH2:1]([C:3]1[C:4]([C:12]([O:14]C)=O)=[C:5]([N:9]=[C:10]=[S:11])[S:6][C:7]=1[CH3:8])[CH3:2].[CH3:16][C:17]1[N:21]([CH2:22][CH2:23][CH2:24][NH2:25])[CH:20]=[N:19][CH:18]=1>>[CH2:1]([C:3]1[C:4]2[C:12](=[O:14])[N:25]([CH2:24][CH2:23][CH2:22][N:21]3[C:17]([CH3:16])=[CH:18][N:19]=[CH:20]3)[C:10](=[S:11])[NH:9][C:5]=2[S:6][C:7]=1[CH3:8])[CH3:2]. Reported procedure: The compound was synthesized starting from methyl 4-ethyl-2-isothiocyanato-5-methylthiophene-3-carboxylate (0.10 g, 0.41 mmol) and 3-(5-methyl-1H-imidazol-1-yl)propan-1-amine (5) (0.058 g, 0.41 mmol) as described above. Starting materials: Br.COC=1C=CC=2C=3N(C(=NC2C1)N)CCN3 (8-methoxy-2,3-dihydroimidazo[1,2-c]quinazolin-5-amine hydrobromide), Br.COC=1C=CC=2C=3N(C(=NC2C1)N)CCN3 (8-methoxy-2,3-dihydroimidazo[1,2-c]quinazolin-5-amine hydrobromide), ClCCCS(=O)(=O)N1CCOCC1 (4-[(3-chloropropyl)sulfonyl]morpholine), ClCCCS(=O)(=O)N1CCOCC1 (4-[(3-chloropropyl)sulfonyl]morpholine). Product: N1(CCOCC1)S(=O)(=O)CCCOC=1C=CC=2C=3N(C(=NC2C1)N)CCN3 (8-[3-(morpholin-4-ylsulfonyl)propoxy]-2,3-dihydroimidazo[1,2-c]quinazolin-5-amine). RXN SMILES: Br.[CH3:2][O:3][C:4]1[CH:5]=[CH:6][C:7]2[C:8]3[N:9]([CH2:15][CH2:16][N:17]=3)[C:10]([NH2:14])=[N:11][C:12]=2[CH:13]=1.ClC[CH2:20][CH2:21][S:22]([N:25]1[CH2:30][CH2:29][O:28][CH2:27][CH2:26]1)(=[O:24])=[O:23]>>[N:25]1([S:22]([CH2:21][CH2:20][CH2:2][O:3][C:4]2[CH:5]=[CH:6][C:7]3[C:8]4[N:9]([CH2:15][CH2:16][N:17]=4)[C:10]([NH2:14])=[N:11][C:12]=3[CH:13]=2)(=[O:24])=[O:23])[CH2:26][CH2:27][O:28][CH2:29][CH2:30]1 |f:0.1|. Procedure: The procedure used for the preparation of Example 24, Step 2 was used to prepare the title compound from 5-amino-2,3-dihydroimidazo[1,2-c]quinazolin-8-ol (Intermediate I) and 4-[(3-chloropropyl)sulfonyl]morpholine (Intermediate E). Yield 190 mg (61%). Rf=0.68 in 10% MeOH/CH2Cl2, HPLC MS RT=1.13 min, MH+=394.4. The reactants are N(=[N+]=[N-])[C@@H]1[C@@H]([C@]2(C)[C@@H](C1)[C@@H]1CCC=3C=C(C=CC3[C@H]1CC2)OC)O (16β-azido-3-methoxy-estra-1,3,5(10)-triene-17β-ol), O.NN (hydrazine hydrate). Product: N[C@@H]1[C@@H]([C@]2(C)[C@@H](C1)[C@@H]1CCC=3C=C(C=CC3[C@H]1CC2)OC)O (16β-Amino-3-methoxy-estra-1,3,5(10)-triene-17β-ol). As a reaction SMILES: [N:1]([C@H:4]1[CH2:9][C@H:8]2[C@H:10]3[C@H:19]([CH2:20][CH2:21][C@:6]2([CH3:7])[C@H:5]1[OH:24])[C:18]1[CH:17]=[CH:16][C:15]([O:22][CH3:23])=[CH:14][C:13]=1[CH2:12][CH2:11]3)=[N+]=[N-].O.NN>[Ni].CO>[NH2:1][C@H:4]1[CH2:9][C@H:8]2[C@H:10]3[C@H:19]([CH2:20][CH2:21][C@:6]2([CH3:7])[C@H:5]1[OH:24])[C:18]1[CH:17]=[CH:16][C:15]([O:22][CH3:23])=[CH:14][C:13]=1[CH2:12][CH2:11]3 |f:1.2|. Procedure: 1.0 g 16β-azido-3-methoxy-estra-1,3,5(10)-triene-17β-ol are reduced with 20 ml methanol, 2 ml 80% hydrazine hydrate and one spatula tip of Raney nickel by procedures as described for the purification of 16β-Amino-3-methoxy-estra-1,3,5(10)-triene-17α-ol. Recrystallization is performed from methanol/ether. Yield: 0.7 g (76%). F=152-157° C.; [α]D+59° (pyridine). IR: 3300 (broad), 3417 (OH, NH), 3601 (OH). The reagents and catalysts are [Ni] (Raney nickel). Run in CO (methanol). Product: C1(CC1)ON=C(C(=O)O)C=1N=C(SC1)NC=O (2-cyclopropyloxyimino-2-(2-formamidothiazol-4-yl)acetic acid). The reactants are ice water, aqueous solution, [OH-].[Na+] (sodium hydroxide), C1(CC1)ON=C(C(=O)OCC)C=1N=C(SC1)NC=O (ethyl 2-cyclopropyloxyimino-2-(2-formamidothiazol-4-yl)acetate). RXN SMILES: [CH:1]1([O:4][N:5]=[C:6]([C:12]2[N:13]=[C:14]([NH:17][CH:18]=[O:19])[S:15][CH:16]=2)[C:7]([O:9]CC)=[O:8])[CH2:3][CH2:2]1.[OH-].[Na+]>CO>[CH:1]1([O:4][N:5]=[C:6]([C:12]2[N:13]=[C:14]([NH:17][CH:18]=[O:19])[S:15][CH:16]=2)[C:7]([OH:9])=[O:8])[CH2:3][CH2:2]1 |f:1.2|. Procedure details: To a suspension of ethyl 2-cyclopropyloxyimino-2-(2-formamidothiazol-4-yl)acetate (syn isomer)(9.92 g) in methanol (99.2 ml) was dropwise added 2N aqueous solution of sodium hydroxide (122 ml) below 10° C. The mixture was stirred under ice-cooling for 4 hours. The mixture was poured into ice-water, washed with ethyl acetat, adjusted to pH 2 with 6N hydrochloric acid under ice-cooling, and extracted with ethyl acetate. The extract was washed with saturated aqueous solution of sodium chloride, dri... Run in CO (methanol). Yield: 78.0%. The product is N1=CC=C(C=C1)C(=O)CCC (n-propyl 4-pyridyl ketone). The solvent is ClCCl (dichloromethane), ClCCl (dichloromethane). As a reaction SMILES: [Cr](Cl)([O-])(=O)=O.[NH+]1C=CC=CC=1.[N:12]1[CH:17]=[CH:16][C:15]([CH:18]([OH:22])[CH2:19][CH2:20][CH3:21])=[CH:14][CH:13]=1.CCOCC>ClCCl>[N:12]1[CH:17]=[CH:16][C:15]([C:18]([CH2:19][CH2:20][CH3:21])=[O:22])=[CH:14][CH:13]=1 |f:0.1|. The reactants are N1=CC=C(C=C1)C(CCC)O (1-(4-pyridyl)-1-butanol), [Cr](=O)(=O)([O-])Cl.[NH+]1=CC=CC=C1 (Pyridinium chlorochromate), CCOCC (ether). Procedure details: Pyridinium chlorochromate (4.27 g, 19.84 mmol) was suspended in dry dichloromethane (50 ml) in a round-bottom flask under an atmosphere of N2. After stirring for 5 min, 1-(4-pyridyl)-1-butanol (2.0 g, 13.23 mmol) in dry dichloromethane (10 ml) was added. The reaction was followed by t.l.c. and once complete (˜2 h) anhydrous ether (70 ml) was added. The supernatant was decanted and the residual black gum was washed with anhydrous ether (4×100 ml). The combined organic fractions were concentrated ... Conditions: time 5 minute. The reactants are CC(C)(C)OC(=O)COc1ccc2sc(-c3ccccn3)nc(=O)c2c1, O=C(O)C(F)(F)F. Yields the product O=C(O)COc1ccc2sc(-c3ccccn3)nc(=O)c2c1. RXN SMILES: [O:1]=[c:2]1[n:3][c:4](-[c:21]2[n:22][cH:23][cH:24][cH:25][cH:26]2)[s:5][c:6]2[c:7]1[cH:8][c:9]([O:12][CH2:13][C:14](=[O:15])[O:16][C:17]([CH3:18])([CH3:19])[CH3:20])[cH:10][cH:11]2.[OH:27][C:28]([C:29]([F:30])([F:31])[F:32])=[O:33]>>[O:1]=[c:2]1[n:3][c:4](-[c:21]2[n:22][cH:23][cH:24][cH:25][cH:26]2)[s:5][c:6]2[c:7]1[cH:8][c:9]([O:12][CH2:13][C:14](=[O:15])[OH:16])[cH:10][cH:11]2.